From a dataset of the Open Reaction Database (ORD), a public repository of structured organic reaction records. describe an organic reaction: reactants, conditions, products, and yield Reaction SMILES: [C:35](=[O:36])([O-:37])[O-:38].[K+:39].[K+:40].[NH2:1][C:2](=[O:3])[c:4]1[cH:5][c:6]([Br:26])[cH:7][c:8]2[c:9]([CH:13]3[CH2:14][CH2:15][N:16]([C:19](=[O:20])[O:21][C:22]([CH3:23])([CH3:24])[CH3:25])[CH2:17][CH2:18]3)[n:10][nH:11][c:12]12.[O:42]1[CH2:43][CH2:44][O:45][CH2:46][CH2:47]1.[OH2:41].[cH:48]1[cH:49][cH:50][c:51]([P:52]([Pd:53]([P:54]([c:55]2[cH:56][cH:57][cH:58][cH:59][cH:60]2)([c:61]2[cH:62][cH:63][cH:64][cH:65][cH:66]2)[c:67]2[cH:68][cH:69][cH:70][cH:71][cH:72]2)([P:73]([c:74]2[cH:75][cH:76][cH:77][cH:78][cH:79]2)([c:80]2[cH:81][cH:82][cH:83][cH:84][cH:85]2)[c:86]2[cH:87][cH:88][cH:89][cH:90][cH:91]2)[P:92]([c:93]2[cH:94][cH:95][cH:96][cH:97][cH:98]2)([c:99]2[cH:100][cH:101][cH:102][cH:103][cH:104]2)[c:105]2[cH:106][cH:107][cH:108][cH:109][cH:110]2)([c:111]2[cH:112][cH:113][cH:114][cH:115][cH:116]2)[c:117]2[cH:118][cH:119][cH:120][cH:121][cH:122]2)[cH:123][cH:124]1.[s:27]1[c:28]([B:32]([OH:33])[OH:34])[cH:29][cH:30][cH:31]1>>[NH2:1][C:2](=[O:3])[c:4]1[cH:5][c:6](-[c:28]2[s:27][cH:31][cH:30][cH:29]2)[cH:7][c:8]2[c:9]([CH:13]3[CH2:14][CH2:15][N:16]([C:19](=[O:20])[O:21][C:22]([CH3:23])([CH3:24])[CH3:25])[CH2:17][CH2:18]3)[n:10][nH:11][c:12]12. Starting materials: O=C([O-])[O-], [K+], [K+], CC(C)(C)OC(=O)N1CCC(c2n[nH]c3c(C(N)=O)cc(Br)cc23)CC1, C1COCCO1, O, c1ccc(P(c2ccccc2)(c2ccccc2)[Pd](P(c2ccccc2)(c2ccccc2)c2ccccc2)(P(c2ccccc2)(c2ccccc2)c2ccccc2)P(c2ccccc2)(c2ccccc2)c2ccccc2)cc1, OB(O)c1cccs1. The product is CC(C)(C)OC(=O)N1CCC(c2n[nH]c3c(C(N)=O)cc(-c4cccs4)cc23)CC1.